This data is from the Open Reaction Database (ORD), a public repository of structured organic reaction records. The task is: describe an organic reaction: reactants, conditions, products, and yield Starting materials: C(C1=CC=CC=C1)OC(=O)N[C@@H]1CC2=CC(=CC=C2CC1)C=CC(=O)OCC ((2S)-2-benzyloxycarbonylamino-7-(3-ethoxy-3-oxo-1-propenyl)-tetralin), [OH-].[Na+] (NaOH). Solvent: CO (methanol), C1CCOC1 (THF). Run at time 8 hour. The product is C(C1=CC=CC=C1)OC(=O)N[C@@H]1CC2=CC(=CC=C2CC1)C=CC(=O)O ((2S)-2-benzyloxycarbonylamino-7-(3-hydroxy-3-oxo-1-propenyl)-tetralin). As a reaction SMILES: [CH2:1]([O:8][C:9]([NH:11][C@H:12]1[CH2:21][CH2:20][C:19]2[C:14](=[CH:15][C:16]([CH:22]=[CH:23][C:24]([O:26]CC)=[O:25])=[CH:17][CH:18]=2)[CH2:13]1)=[O:10])[C:2]1[CH:7]=[CH:6][CH:5]=[CH:4][CH:3]=1.[OH-].[Na+]>CO.C1COCC1>[CH2:1]([O:8][C:9]([NH:11][C@H:12]1[CH2:21][CH2:20][C:19]2[C:14](=[CH:15][C:16]([CH:22]=[CH:23][C:24]([OH:26])=[O:25])=[CH:17][CH:18]=2)[CH2:13]1)=[O:10])[C:2]1[CH:7]=[CH:6][CH:5]=[CH:4][CH:3]=1 |f:1.2|. Procedure: 2 g (5.3 mmole) of (2S)-2-benzyloxycarbonylamino-7-(3-ethoxy-3-oxo-1-propenyl)-tetralin were dissolved in 20 ml of methanol and 30 ml of THF, and 5.3 ml of 1N NaOH were added. The solution was stirred overnight at ambient temperature. The solvent was evaporated off, the residue was taken up in water and washed with ethyl ether; the aqueous phase was acidified with 5% citric acid and then extracted with ethyl acetate. It was dried over sodium sulfate and the solvent was evaporated off. The produc... Reactants: CC(C)(C)OC(=O)N1CCC(Sc2c[nH]c(=O)c3ccc(Br)cc23)CC1CO[Si](c1ccccc1)(c1ccccc1)C(C)(C)C, CC(C)(CO[Si](C)(C)C(C)(C)C)COS(C)(=O)=O. Product: CC(C)(CO[Si](C)(C)C(C)(C)C)Cn1cc(SC2CCN(C(=O)OC(C)(C)C)C(CO[Si](c3ccccc3)(c3ccccc3)C(C)(C)C)C2)c2cc(Br)ccc2c1=O. Reaction SMILES: [Br:1][c:2]1[cH:3][c:4]2[c:5]([S:13][CH:14]3[CH2:15][CH:16]([CH2:27][O:28][Si:29]([c:30]4[cH:31][cH:32][cH:33][cH:34][cH:35]4)([c:36]4[cH:37][cH:38][cH:39][cH:40][cH:41]4)[C:42]([CH3:43])([CH3:44])[CH3:45])[N:17]([C:20](=[O:21])[O:22][C:23]([CH3:24])([CH3:25])[CH3:26])[CH2:18][CH2:19]3)[cH:6][nH:7][c:8](=[O:12])[c:9]2[cH:10][cH:11]1.[CH3:46][S:47]([O:48][CH2:51][C:52]([CH2:53][O:54][Si:55]([CH3:56])([CH3:57])[C:58]([CH3:59])([CH3:60])[CH3:61])([CH3:62])[CH3:63])(=[O:49])=[O:50]>>[Br:1][c:2]1[cH:3][c:4]2[c:5]([S:13][CH:14]3[CH2:15][CH:16]([CH2:27][O:28][Si:29]([c:30]4[cH:31][cH:32][cH:33][cH:34][cH:35]4)([c:36]4[cH:37][cH:38][cH:39][cH:40][cH:41]4)[C:42]([CH3:43])([CH3:44])[CH3:45])[N:17]([C:20](=[O:21])[O:22][C:23]([CH3:24])([CH3:25])[CH3:26])[CH2:18][CH2:19]3)[cH:6][n:7]([CH2:51][C:52]([CH2:53][O:54][Si:55]([CH3:56])([CH3:57])[C:58]([CH3:59])([CH3:60])[CH3:61])([CH3:62])[CH3:63])[c:8](=[O:12])[c:9]2[cH:10][cH:11]1. Reactants: ClC1=C(C2=C(CCN(CC2)C(C(F)(F)F)=O)C=C1)OS(=O)(=O)C(F)(F)F (7-chloro-3-(2,2,2-trifluoroacetyl)-6-trifluoromethanesulfonyloxy-2,3,4,5-tetrahydro-1H-benzo[d]azepine), C1(=CC=CC=C1)P(C1=CC=CC=C1)C1=CC=CC=C1 (triphenylphosphine), C(C#C)NC(=O)C1CCCC1 (N-prop-2-ynyl-cyclopentylcarboxamide). Reagents/catalysts: C=1C=CC(=CC1)/C=C/C(=O)/C=C/C2=CC=CC=C2.C=1C=CC(=CC1)/C=C/C(=O)/C=C/C2=CC=CC=C2.C=1C=CC(=CC1)/C=C/C(=O)/C=C/C2=CC=CC=C2.[Pd].[Pd] (tris(dibenzylideneacetone)-dipalladium(0)), [Cu]I (copper(I) iodide). Run in C(C)N(CC)CC.CN(C)C=O (triethylamine DMF), CCOC(=O)C.CCCCCC (EtOAc hexane). Run at time 5 minute. The product is ClC1=C(C2=C(CCN(CC2)C(C(F)(F)F)=O)C=C1)C#CCNC(=O)C1CCCC1 (7-chloro-6-[3-(cyclopentanecarbonyl-amino)-prop-1-ynyl]-3-(2,2,2-trifluoroacetyl)-2,3,4,5-tetrahydro-1H-benzo[d]azepine). Isolated yield 49844.5%. Reaction SMILES: [Cl:1][C:2]1[CH:18]=[CH:17][C:5]2[CH2:6][CH2:7][N:8]([C:11](=[O:16])[C:12]([F:15])([F:14])[F:13])[CH2:9][CH2:10][C:4]=2[C:3]=1OS(C(F)(F)F)(=O)=O.C1(P(C2C=CC=CC=2)C2C=CC=CC=2)C=CC=CC=1.[CH2:46]([NH:49][C:50]([CH:52]1[CH2:56][CH2:55][CH2:54][CH2:53]1)=[O:51])[C:47]#[CH:48]>C(N(CC)CC)C.CN(C=O)C.CCOC(C)=O.CCCCCC.C1C=CC(/C=C/C(/C=C/C2C=CC=CC=2)=O)=CC=1.C1C=CC(/C=C/C(/C=C/C2C=CC=CC=2)=O)=CC=1.C1C=CC(/C=C/C(/C=C/C2C=CC=CC=2)=O)=CC=1.[Pd].[Pd].[Cu]I>[Cl:1][C:2]1[CH:18]=[CH:17][C:5]2[CH2:6][CH2:7][N:8]([C:11](=[O:16])[C:12]([F:15])([F:14])[F:13])[CH2:9][CH2:10][C:4]=2[C:3]=1[C:48]#[C:47][CH2:46][NH:49][C:50]([CH:52]1[CH2:56][CH2:55][CH2:54][CH2:53]1)=[O:51] |f:3.4,5.6,7.8.9.10.11|. Procedure: Dissolve 7-chloro-3-(2,2,2-trifluoroacetyl)-6-trifluoromethanesulfonyloxy-2,3,4,5-tetrahydro-1H-benzo[d]azepine (1 g, 2.35 mmol), tris(dibenzylideneacetone)-dipalladium(0) (0.03 equiv.), copper(I) iodide (0.06 equiv.) and triphenylphosphine (0.25 equiv.) in triethylamine/DMF (3:1, 4 mL). Stir the mixture for 5 min at ambient temperature, add N-prop-2-ynyl-cyclopentylcarboxamide (430 mg, 2.82 mmol) and heat at 70° C. for 18 h in a sealed tube. Cool the reaction mixture to ambient temperature, dil... Reactants: ClOC(C)(C)C (tertbutyl hypochlorite), CC1=CC=C(C=C1)N1C(=CC=C1)C#N (1-(4-methylphenyl)pyrrole-2-carbonitrile). The solvent is C(Cl)(Cl)(Cl)Cl (carbon tetrachloride), C(Cl)(Cl)(Cl)Cl (carbon tetrachloride). Conditions: time 1 hour. Product: ClC=1C=C(N(C1)C1=CC=C(C=C1)C)C#N (4-chloro-1-(4-methylphenyl)pyrrole-2-carbonitrile). Yield: 33.0%. RXN SMILES: [CH3:1][C:2]1[CH:7]=[CH:6][C:5]([N:8]2[CH:12]=[CH:11][CH:10]=[C:9]2[C:13]#[N:14])=[CH:4][CH:3]=1.[Cl:15]OC(C)(C)C>C(Cl)(Cl)(Cl)Cl>[Cl:15][C:11]1[CH:10]=[C:9]([C:13]#[N:14])[N:8]([C:5]2[CH:6]=[CH:7][C:2]([CH3:1])=[CH:3][CH:4]=2)[CH:12]=1. Procedure: To a stirred mixture of 1-(4-methylphenyl)pyrrole-2-carbonitrile (10 g), silica gel (46 g) and carbon tetrachloride (150 ml) was added dropwise a solution of tertbutyl hypochlorite (8.1 g) in carbon tetrachloride (15 ml). After stirring for 1 hour at ambient temperature, the precipitate was filtered off and the filtrate was evaporated in vacuo to give an oily residue which was crystallized from n-hexane. The crystals were further purified by silica gel column chromatography (SiO2 100 g, n-hexane... The reactants are CCOc1ccc(S(=O)(=O)Cl)cc1-c1nn2c(C)nc(C)c2c(=O)[nH]1, CN1CCNCC1, CN(C)c1ccncc1, ClCCl. The product is CCOc1ccc(S(=O)(=O)N2CCN(C)CC2)cc1-c1nn2c(C)nc(C)c2c(=O)[nH]1. As a reaction SMILES: [CH2:1]([CH3:2])[O:3][c:4]1[c:5](-[c:14]2[n:15][n:16]3[c:17]([c:18](=[O:20])[nH:19]2)[c:21]([CH3:25])[n:22][c:23]3[CH3:24])[cH:6][c:7]([S:10](=[O:11])(=[O:12])[Cl:13])[cH:8][cH:9]1.[CH3:26][N:27]1[CH2:28][CH2:29][NH:30][CH2:31][CH2:32]1.[CH3:36][N:37]([c:38]1[cH:39][cH:40][n:41][cH:42][cH:43]1)[CH3:44].[Cl:33][CH2:34][Cl:35]>>[CH2:1]([CH3:2])[O:3][c:4]1[c:5](-[c:14]2[n:15][n:16]3[c:17]([c:18](=[O:20])[nH:19]2)[c:21]([CH3:25])[n:22][c:23]3[CH3:24])[cH:6][c:7]([S:10](=[O:11])(=[O:12])[N:30]2[CH2:29][CH2:28][N:27]([CH3:26])[CH2:32][CH2:31]2)[cH:8][cH:9]1. The reactants are Cc1cc(C(=O)O)cc(-n2cc(-c3cccnc3)nn2)c1C, COc1c(N)cc(C(C)(C)C)cc1NS(C)(=O)=O. The product is COc1c(NC(=O)c2cc(C)c(C)c(-n3cc(-c4cccnc4)nn3)c2)cc(C(C)(C)C)cc1NS(C)(=O)=O. Reaction SMILES: [CH3:1][c:2]1[cH:3][c:4]([C:5](=[O:6])[OH:7])[cH:8][c:9](-[n:12]2[n:13][n:14][c:15](-[c:17]3[cH:18][n:19][cH:20][cH:21][cH:22]3)[cH:16]2)[c:10]1[CH3:11].[NH2:23][c:24]1[c:25]([O:39][CH3:40])[c:26]([NH:34][S:35](=[O:36])(=[O:37])[CH3:38])[cH:27][c:28]([C:30]([CH3:31])([CH3:32])[CH3:33])[cH:29]1>>[CH3:1][c:2]1[cH:3][c:4]([C:5](=[O:7])[NH:23][c:24]2[c:25]([O:39][CH3:40])[c:26]([NH:34][S:35](=[O:36])(=[O:37])[CH3:38])[cH:27][c:28]([C:30]([CH3:31])([CH3:32])[CH3:33])[cH:29]2)[cH:8][c:9](-[n:12]2[n:13][n:14][c:15](-[c:17]3[cH:18][n:19][cH:20][cH:21][cH:22]3)[cH:16]2)[c:10]1[CH3:11]. Starting materials: CC(=O)OC(C)=O, C#CC(C)(O)CCC(C)CC. Yields the product C#CC(C)(CCC(C)CC)OC(C)=O. Reaction SMILES: [CH3:12][C:13](=[O:14])[O:15][C:16](=[O:17])[CH3:18].[CH3:1][C:2]([C:3]#[CH:4])([CH2:5][CH2:6][CH:7]([CH2:8][CH3:9])[CH3:10])[OH:11]>>[CH3:1][C:2]([C:3]#[CH:4])([CH2:5][CH2:6][CH:7]([CH2:8][CH3:9])[CH3:10])[O:11][C:13]([CH3:12])=[O:14]. The reactants are [Al+3], O=C(Cl)CCCCCBr, Cc1ccccc1C, [Cl-], [Cl-], [Cl-], O. Product: Cc1ccc(C(=O)CCCCCBr)cc1C. As a reaction SMILES: [Al+3:19].[Br:1][CH2:2][CH2:3][CH2:4][CH2:5][CH2:6][C:7](=[O:8])[Cl:9].[CH3:10][c:11]1[cH:12][cH:13][cH:14][cH:15][c:16]1[CH3:17].[Cl-:18].[Cl-:20].[Cl-:21].[OH2:22]>>[Br:1][CH2:2][CH2:3][CH2:4][CH2:5][CH2:6][C:7](=[O:8])[c:13]1[cH:12][c:11]([CH3:10])[c:16]([CH3:17])[cH:15][cH:14]1. The reactants are O=Cc1cc2c(Br)coc2cn1, C1CCOC1, [K+], O=P([O-])(O)O. The product is O=C(O)c1cc2c(Br)coc2cn1. RXN SMILES: [Br:1][c:2]1[cH:3][o:4][c:5]2[cH:6][n:7][c:8]([CH:11]=[O:12])[cH:9][c:10]12.[CH2:19]1[O:20][CH2:21][CH2:22][CH2:23]1.[K+:18].[P:13](=[O:14])([O-:15])([OH:16])[OH:17]>>[Br:1][c:2]1[cH:3][o:4][c:5]2[cH:6][n:7][c:8]([C:11](=[O:12])[OH:14])[cH:9][c:10]12. Reactants: CCNCC1CCNC1, CC#N, O=C(O)c1cn(C2CC2)c2nc(Cl)c(F)cc2c1=O. Product: CCNCC1CCN(c2nc3c(cc2F)c(=O)c(C(=O)O)cn3C2CC2)C1. RXN SMILES: [CH2:20]([CH3:21])[NH:22][CH2:23][CH:24]1[CH2:25][NH:26][CH2:27][CH2:28]1.[CH3:29][C:30]#[N:31].[Cl:1][c:2]1[c:3]([F:19])[cH:4][c:5]2[c:6](=[O:18])[c:7]([C:15](=[O:16])[OH:17])[cH:8][n:9]([CH:12]3[CH2:13][CH2:14]3)[c:10]2[n:11]1>>[c:2]1([N:26]2[CH2:25][CH:24]([CH2:23][NH:22][CH2:20][CH3:21])[CH2:28][CH2:27]2)[c:3]([F:19])[cH:4][c:5]2[c:6](=[O:18])[c:7]([C:15](=[O:16])[OH:17])[cH:8][n:9]([CH:12]3[CH2:13][CH2:14]3)[c:10]2[n:11]1.